From a dataset of the Open Reaction Database (ORD), a public repository of structured organic reaction records. describe an organic reaction: reactants, conditions, products, and yield Reactants: ClC1=CC=C(C=C1)B(O)O ((4-chlorophenyl)dihydroxyborane), Cl.NC1C(CCCC1)O (2-aminocyclohexanol hydrochloride), BrCC1OCCC1 (2-bromomethyl-tetrahydro-furan), C[Si](N[Si](C)(C)C)(C)C.[Na] (sodium hexamethyldisilazane). Reagents/catalysts: [Ni](I)I (nickel iodide). The solvent is CC(C)O (i-PrOH). Conditions: temperature 60 celsius, time 5 hour. Yields the product ClC1=CC=C(CC2OCCC2)C=C1 (2-(4-Chloro-benzyl)-tetrahydrofuran). As a reaction SMILES: [Cl:1][C:2]1[CH:7]=[CH:6][C:5](B(O)O)=[CH:4][CH:3]=1.Cl.N[CH:13]1[CH2:18][CH2:17][CH2:16]C[CH:14]1[OH:19].C[Si](C)(C)N[Si](C)(C)C.[Na].BrCC1CCCO1>CC(O)C.[Ni](I)I>[Cl:1][C:2]1[CH:7]=[CH:6][C:5]([CH2:16][CH:17]2[CH2:18][CH2:13][CH2:14][O:19]2)=[CH:4][CH:3]=1 |f:1.2,3.4,^1:28|. Reported procedure: To a stirred mixture of (4-chlorophenyl)dihydroxyborane (524.0 mg, 3.351 mmol), 2-aminocyclohexanol hydrochloride (42 mg, 0.28 mmol) and nickel iodide (87.3 mg, 0.279 mmol) in i-PrOH (10.00 mL) was added sodium hexamethyldisilazane (1.075 g, 5.864 mmol) at 0° C. Then the mixture was stirred at rt for 5 min before 2-bromomethyl-tetrahydro-furan (460.00 mg, 2.80 mmol) was added by syringe. The resulting mixture was then stirred at 60° C. for 5 h. The solvent was then removed under reduced pressure... Reactants: CN1N=C(C(=C1C)B1OC(C(O1)(C)C)(C)C)C (1,3,5-trimethyl-4-(4,4,5,5-tetramethyl-1,3,2-dioxaborolan-2-yl)-1H-pyrazole), BrC=1C(=C(C=C(C1)C#N)NC(OC(C)(C)C)=O)Cl (tert-butyl (3-bromo-2-chloro-5-cyanophenyl)carbamate), P(O)(O)(O)=O (Phosphoric acid), [K] (potassium). The reagents and catalysts are C1=CC=C(C=C1)P(C2=CC=CC=C2)[C]3[CH][CH][CH][CH]3.C1=CC=C(C=C1)P(C2=CC=CC=C2)[C]3[CH][CH][CH][CH]3.Cl[Pd]Cl.[Fe] (PdCl2(DPPF)). Solvent: O1CCOCC1 (dioxane), C(C)(=O)OCC (ethyl acetate). Reaction conditions: temperature 85 celsius. Yields the product ClC1=C(C=C(C=C1C=1C(=NN(C1C)C)C)C#N)NC(OC(C)(C)C)=O (tert-butyl (2-chloro-5-cyano-3-(1,3,5-trimethyl-1H-pyrazol-4-yl)phenyl)carbamate). Isolated yield 50.7%. As a reaction SMILES: [CH3:1][N:2]1[C:6]([CH3:7])=[C:5](B2OC(C)(C)C(C)(C)O2)[C:4]([CH3:17])=[N:3]1.Br[C:19]1[C:20]([Cl:35])=[C:21]([NH:27][C:28](=[O:34])[O:29][C:30]([CH3:33])([CH3:32])[CH3:31])[CH:22]=[C:23]([C:25]#[N:26])[CH:24]=1.P(=O)(O)(O)O.[K]>C(OCC)(=O)C.C1C=CC(P([C]2[CH][CH][CH][CH]2)C2C=CC=CC=2)=CC=1.C1C=CC(P([C]2[CH][CH][CH][CH]2)C2C=CC=CC=2)=CC=1.Cl[Pd]Cl.[Fe].O1CCOCC1>[Cl:35][C:20]1[C:19]([C:5]2[C:4]([CH3:17])=[N:3][N:2]([CH3:1])[C:6]=2[CH3:7])=[CH:24][C:23]([C:25]#[N:26])=[CH:22][C:21]=1[NH:27][C:28](=[O:34])[O:29][C:30]([CH3:32])([CH3:31])[CH3:33] |f:5.6.7.8,^1:40,52,53,54,55,56,70,71,72,73,74|. Reported procedure: A vial was charged with 1,3,5-trimethyl-4-(4,4,5,5-tetramethyl-1,3,2-dioxaborolan-2-yl)-1H-pyrazole (0.117 g, 0.498 mmol), tert-butyl (3-bromo-2-chloro-5-cyanophenyl)carbamate (0.15 g, 0.452 mmol), PdCl2(DPPF) (0.033 g, 0.045 mmol) and dioxane (3.62 ml). The slurry was evacuated and backfilled with nitrogen (4×). Phosphoric acid, potassium salt (0.588 ml, 1.176 mmol) was added and the vial was capped and warmed to 85° C. 2 h. The reaction mixture was diluted with ethyl acetate and vacuum filtere... Reactants: O([Na])C(C)(C)C (NaO-t-Bu), ClC1=NC=CN=C1Cl (2,3-dichloropyrazine), O(C1=CC=CC=C1)CCO (2-phenoxyethanol). Solvent: O1CCOCC1 (dioxane). Conditions: time 1.5 hour. The product is ClC1=NC=CN=C1OCCOC1=CC=CC=C1 (2-Chloro-3-(2-phenoxyethoxy)pyrazine). Isolated yield 57.9%. As a reaction SMILES: O(C(C)(C)C)[Na].Cl[C:8]1[C:13]([Cl:14])=[N:12][CH:11]=[CH:10][N:9]=1.[O:15]([CH2:22][CH2:23][OH:24])[C:16]1[CH:21]=[CH:20][CH:19]=[CH:18][CH:17]=1>O1CCOCC1>[Cl:14][C:13]1[C:8]([O:24][CH2:23][CH2:22][O:15][C:16]2[CH:21]=[CH:20][CH:19]=[CH:18][CH:17]=2)=[N:9][CH:10]=[CH:11][N:12]=1. Reported procedure: NaO-t-Bu (2.91 g, 30.29 mmol) was added to a mixture of 2,3-dichloropyrazine (4.75 g, 31.9 mmol) and 2-phenoxyethanol (4.18 g, 30.3 mmol) in dioxane (25 mL). The reaction mixture was stirred at ambient temperature for 1.5 h and then filtered. The filtrate was concentrated under reduced pressure and the crystalline residue obtained was dried in a vacuum oven affording 4.4 g (62%) of the title compound as white waxy crystals: mp 55-54° C. Anal. (C12H11ClN2O2) C, H, N. Reactants: CN1CCNCC1, CN(C)C=O, N#Cc1ccc(Cl)c(S(N)(=O)=O)c1, O. Yields the product CN1CCN(c2ccc(C#N)cc2S(N)(=O)=O)CC1. Reaction SMILES: [CH3:14][N:15]1[CH2:16][CH2:17][NH:18][CH2:19][CH2:20]1.[CH3:21][N:22]([CH3:23])[CH:24]=[O:25].[Cl:1][c:2]1[c:3]([S:10]([NH2:11])(=[O:12])=[O:13])[cH:4][c:5]([C:6]#[N:7])[cH:8][cH:9]1.[OH2:26]>>[c:2]1([N:18]2[CH2:17][CH2:16][N:15]([CH3:14])[CH2:20][CH2:19]2)[c:3]([S:10]([NH2:11])(=[O:12])=[O:13])[cH:4][c:5]([C:6]#[N:7])[cH:8][cH:9]1. Starting materials: CS(=O)C1=NC=CC(=N1)C1=CN=C2N1C=CC=C2C(C)(C)O (2-[3-(2-methylsulfinyl-pyrimidin-4-yl)-imidazo[1,2-a]pyridin-8-yl]-propan-2-ol), CS(=O)(=O)CC1CCC(CC1)N (4-methanesulfonylmethyl-cyclohexylamine), TEA. The solvent is CN1CCCC1=O (NMP), O (water). Reaction conditions: temperature 100 celsius, time 8 hour. The product is CS(=O)(=O)CC1CCC(CC1)NC1=NC=CC(=N1)C1=CN=C2N1C=CC=C2C(C)(C)O (2-{3-[2-(4-methanesulfonylmethyl-cyclohexylamino)-pyrimidin-4-yl]-imidazo[1,2-a]pyridin-8-yl}-propan-2-ol). The yield is 52.8%. As a reaction SMILES: CS([C:4]1[N:9]=[C:8]([C:10]2[N:14]3[CH:15]=[CH:16][CH:17]=[C:18]([C:19]([OH:22])([CH3:21])[CH3:20])[C:13]3=[N:12][CH:11]=2)[CH:7]=[CH:6][N:5]=1)=O.[CH3:23][S:24]([CH2:27][CH:28]1[CH2:33][CH2:32][CH:31]([NH2:34])[CH2:30][CH2:29]1)(=[O:26])=[O:25]>CN1C(=O)CCC1.O>[CH3:23][S:24]([CH2:27][CH:28]1[CH2:33][CH2:32][CH:31]([NH:34][C:4]2[N:9]=[C:8]([C:10]3[N:14]4[CH:15]=[CH:16][CH:17]=[C:18]([C:19]([OH:22])([CH3:20])[CH3:21])[C:13]4=[N:12][CH:11]=3)[CH:7]=[CH:6][N:5]=2)[CH2:30][CH2:29]1)(=[O:25])=[O:26]. Procedure details: A mixture of 2-[3-(2-methylsulfinyl-pyrimidin-4-yl)-imidazo[1,2-a]pyridin-8-yl]-propan-2-ol (75 mg), 4-methanesulfonylmethyl-cyclohexylamine (162 mg), and TEA (0.165 mL) in NMP (2 mL) was stirred at 100° C. overnight. The reaction mixture was then cooled to RT, and diluted with water. The resulting precipitate was filtered and dried, then purified by ISCO using 100% DCM to 10% MeOH/DCM. The fractions were collected, concentrated, and titurated with EtOAc. The resulting solid was filtered and dri... Reactants: COC(C1=C(C=C(C=C1)OCCCCCCC1=C(C(=CC=C1)OC)OC)O)=O (4-[6-(2,3-dimethoxyphenyl)hexyloxy]-2-hydroxybenzoic acid methyl ester). The solvent is CO (methanol), [OH-].[Na+] (sodium hydroxide). Product: COC1=C(C=CC=C1OC)CCCCCCOC1=CC(=C(C(=O)O)C=C1)O (4-[6-(2,3-dimethoxyphenyl)hexyloxy]-2-hydroxybenzoic acid). Isolated yield 82.0%. Reaction SMILES: C[O:2][C:3](=[O:28])[C:4]1[CH:9]=[CH:8][C:7]([O:10][CH2:11][CH2:12][CH2:13][CH2:14][CH2:15][CH2:16][C:17]2[CH:22]=[CH:21][CH:20]=[C:19]([O:23][CH3:24])[C:18]=2[O:25][CH3:26])=[CH:6][C:5]=1[OH:27]>CO.[OH-].[Na+]>[CH3:26][O:25][C:18]1[C:19]([O:23][CH3:24])=[CH:20][CH:21]=[CH:22][C:17]=1[CH2:16][CH2:15][CH2:14][CH2:13][CH2:12][CH2:11][O:10][C:7]1[CH:8]=[CH:9][C:4]([C:3]([OH:28])=[O:2])=[C:5]([OH:27])[CH:6]=1 |f:2.3|. Reported procedure: A solution of 0.45 g (1.2 mmol) of 4-[6-(2,3-dimethoxyphenyl)hexyloxy]-2-hydroxybenzoic acid methyl ester in 25 mL of methanol and 8 mL of 1N sodium hydroxide was refluxed for 7 hours. Workup as in Example 24 and recrystallization from methanol gave 0.36 g (82% yield), mp 115°-116° of 4-[6-(2,3-dimethoxyphenyl)hexyloxy]-2-hydroxybenzoic acid. The reactants are ClCC#N (chloroacetonitrile), NC1=C(C=C(C2=C1OCCO2)C(=O)OCC2CCNCC2)Cl ((4piperidinyl)-methyl 8-amino-7-chloro-2,3-dihydro-1,4-benzodioxin-5-carboxylate). Run in C(C)N(CC)CC (N,N-diethylethanamine), CN(C)C=O (DMF). Run at temperature 60 celsius. Product: NC1=C(C=C(C2=C1OCCO2)C(=O)OCC2CCN(CC2)CC#N)Cl ([1-(cyanomethyl)-4-piperidinyl]-methyl 8-amino-7-chloro-2,3-dihydro-1,4-benzodioxin-5-carboxylate). Isolated yield 53.0%. Reaction SMILES: Cl[CH2:2][C:3]#[N:4].[NH2:5][C:6]1[C:11]2[O:12][CH2:13][CH2:14][O:15][C:10]=2[C:9]([C:16]([O:18][CH2:19][CH:20]2[CH2:25][CH2:24][NH:23][CH2:22][CH2:21]2)=[O:17])=[CH:8][C:7]=1[Cl:26]>C(N(CC)CC)C.CN(C=O)C>[NH2:5][C:6]1[C:11]2[O:12][CH2:13][CH2:14][O:15][C:10]=2[C:9]([C:16]([O:18][CH2:19][CH:20]2[CH2:21][CH2:22][N:23]([CH2:2][C:3]#[N:4])[CH2:24][CH2:25]2)=[O:17])=[CH:8][C:7]=1[Cl:26]. Procedure: A mixture of chloroacetonitrile (2.15 ml) and (4piperidinyl)-methyl 8-amino-7-chloro-2,3-dihydro-1,4-benzodioxin-5-carboxylate (11 g) in N,N-diethylethanamine (7 ml) and DMF (150 ml) was stirred at 60° C. until the reaction was complete. Then, the mixture was cooled. The solvent was evaporated. The residue was partitioned between DCM and water. The separated organic layer was dried, filtered and the solvent was evaporated. The residue was crystallized from ACN and the precipitate was filtered of... The reactants are CCS, CCC(CC)(c1ccc(OC)cc1)c1ccc(CCC(O)C(C)(C)C)c(C)c1, [H-], [Na+], CN(C)C=O. Yields the product CCC(CC)(c1ccc(O)cc1)c1ccc(CCC(O)C(C)(C)C)c(C)c1. As a reaction SMILES: [CH2:3]([SH:4])[CH3:5].[CH2:6]([CH3:7])[C:8]([CH2:9][CH3:10])([c:11]1[cH:12][cH:13][c:14]([O:17][CH3:18])[cH:15][cH:16]1)[c:19]1[cH:20][c:21]([CH3:33])[c:22]([CH2:25][CH2:26][CH:27]([C:28]([CH3:29])([CH3:30])[CH3:31])[OH:32])[cH:23][cH:24]1.[H-:2].[Na+:1].[O:34]=[CH:35][N:36]([CH3:37])[CH3:38]>>[CH2:6]([CH3:7])[C:8]([CH2:9][CH3:10])([c:11]1[cH:12][cH:13][c:14]([OH:17])[cH:15][cH:16]1)[c:19]1[cH:20][c:21]([CH3:33])[c:22]([CH2:25][CH2:26][CH:27]([C:28]([CH3:29])([CH3:30])[CH3:31])[OH:32])[cH:23][cH:24]1. Reaction SMILES: [CH3:1][O:2][CH2:3][CH2:4][O:5][c:6]1[c:7](-[c:12]2[cH:13][c:14](=[O:18])[nH:15][cH:16][n:17]2)[cH:8][cH:9][cH:10][cH:11]1.[NH3:19].[P:20]([Cl:21])([Cl:22])([Cl:23])=[O:24]>>[CH3:1][O:2][CH2:3][CH2:4][O:5][c:6]1[c:7](-[c:12]2[cH:13][c:14]([Cl:22])[n:15][cH:16][n:17]2)[cH:8][cH:9][cH:10][cH:11]1. Starting materials: COCCOc1ccccc1-c1cc(=O)[nH]cn1, N, O=P(Cl)(Cl)Cl. Product: COCCOc1ccccc1-c1cc(Cl)ncn1. Reactants: NC1=NC=CC(=C1)OC1=C(C=C(C=C1)NC(=O)NC(CC1=CC(=CC=C1)OCC1=CC=CC=C1)=O)F (1-(4-(2-aminopyridin-4-yloxy)-3-fluorophenyl)-3-(2-(3-(benzyloxy)phenyl)acetyl)urea). Reagents/catalysts: [Pd] (Pd/C). Solvent: CCOC(=O)C (EtOAc), CO (MeOH). Run at time 1 hour. Yields the product NC1=NC=CC(=C1)OC1=C(C=C(C=C1)NC(=O)NC(CC1=CC(=CC=C1)O)=O)F (1-(4-(2-Aminopyridin-4-yloxy)-3-fluorophenyl)-3-(2-(3-hydroxyphenyl)acetyl)urea). Isolated yield 62.7%. Reaction SMILES: [NH2:1][C:2]1[CH:7]=[C:6]([O:8][C:9]2[CH:14]=[CH:13][C:12]([NH:15][C:16]([NH:18][C:19](=[O:35])[CH2:20][C:21]3[CH:26]=[CH:25][CH:24]=[C:23]([O:27]CC4C=CC=CC=4)[CH:22]=3)=[O:17])=[CH:11][C:10]=2[F:36])[CH:5]=[CH:4][N:3]=1>CCOC(C)=O.CO.[Pd]>[NH2:1][C:2]1[CH:7]=[C:6]([O:8][C:9]2[CH:14]=[CH:13][C:12]([NH:15][C:16]([NH:18][C:19](=[O:35])[CH2:20][C:21]3[CH:26]=[CH:25][CH:24]=[C:23]([OH:27])[CH:22]=3)=[O:17])=[CH:11][C:10]=2[F:36])[CH:5]=[CH:4][N:3]=1. Procedure: To a solution of 1-(4-(2-aminopyridin-4-yloxy)-3-fluorophenyl)-3-(2-(3-(benzyloxy)phenyl)acetyl)urea (150 mg, 0.31 mmol) in a mixture of 5 mL of EtOAc and 3 mL of MeOH was added 10% Pd/C (200 mg). The suspension was stirred under H2 atmosphere for 1 h. Filtration, followed by concentration, provided the title compound (77 mg, 63%). 1H NMR (DMSO-d6) δ 10.95 (s, 1H), 10.54 (s, 1H), 9.35 (s, 1H), 7.74 (d, 1H, J=6.0 Hz), 7.68 (dd, 1H, J=13.0, 2.0 Hz), 7.30 (dd, 1H, J=9.0, 1.1 Hz), 7.23 (t, 1H, J=9.0...